describe an organic reaction: reactants, conditions, products, and yield From a dataset of the Open Reaction Database (ORD), a public repository of structured organic reaction records. Starting materials: COC(=O)C=1N=C(C2=CC(=CC=C2C1O)OC1=CC=CC=C1)C#N (1-cyano-4-hydroxy-7-phenoxy-isoquinoline-3-carboxylic acid methyl ester), 3-amino-2-(S)-methyl-propionic acid, trifluoroacetic acid salt, resultant mixture, Cl (HCl), C[O-].[Na+] (NaOMe), O (water). Run in CCO (EtOH). Product: C(#N)C1=NC(=C(C2=CC=C(C=C12)OC1=CC=CC=C1)O)C(=O)NC[C@@H](C(=O)O)C (3-[(1-Cyano-4-hydroxy-7-phenoxy-isoquinoline-3-carbonyl)-amino]-2-(S)-methyl-propionic acid). Isolated yield 28.0%. Reaction SMILES: CO[C:3]([C:5]1[N:6]=[C:7]([C:23]#[N:24])[C:8]2[C:13]([C:14]=1[OH:15])=[CH:12][CH:11]=[C:10]([O:16][C:17]1[CH:22]=[CH:21][CH:20]=[CH:19][CH:18]=1)[CH:9]=2)=[O:4].[CH3:25][O-:26].[Na+].Cl.[OH2:29]>CCO>[C:23]([C:7]1[C:8]2[C:13](=[CH:12][CH:11]=[C:10]([O:16][C:17]3[CH:18]=[CH:19][CH:20]=[CH:21][CH:22]=3)[CH:9]=2)[C:14]([OH:15])=[C:5]([C:3]([NH:6][CH2:5][C@H:14]([CH3:13])[C:25]([OH:29])=[O:26])=[O:4])[N:6]=1)#[N:24] |f:1.2|. Reported procedure: To a mixture of 1-cyano-4-hydroxy-7-phenoxy-isoquinoline-3-carboxylic acid methyl ester (50 mg, 0.16 mmol) and 3-amino-2-(S)-methyl-propionic acid, trifluoroacetic acid salt (48 mg, 0.47 mmol) in EtOH (2 mL) was added NaOMe solid (60 mg) (amount needed to adjust the pH of the mixture to 8-9). The resultant mixture was microwaved at 140° C. for 1 h. Reaction mixture was diluted with water (60 mL) and acidified by 1 N HCl to pH=3-4. It was extracted with EtOAc. Organic layer was dried over MgSO4, ...